From a dataset of the Open Reaction Database (ORD), a public repository of structured organic reaction records. describe an organic reaction: reactants, conditions, products, and yield Starting materials: C(C)(C)(C)OC(=O)N[C@H](C)CO (N-(tert-butoxycarbonyl)-D-alaninol), C(C)(=O)Cl (acetyl chloride), C(C1=CC=CC=C1)(=O)Cl (benzoyl chloride). Yields the product C(C)(C)(C)OC(=O)N[C@H](C)COC(C1=CC=CC=C1)=O (N-(tert-butoxycarbonyl)-O-benzoyl-D-alaninol). Reaction SMILES: [C:1]([O:5][C:6]([NH:8][C@@H:9]([CH2:11][OH:12])[CH3:10])=[O:7])([CH3:4])([CH3:3])[CH3:2].C(Cl)(=O)C.[C:17](Cl)(=[O:24])[C:18]1[CH:23]=[CH:22][CH:21]=[CH:20][CH:19]=1>>[C:1]([O:5][C:6]([NH:8][C@@H:9]([CH2:11][O:12][C:17](=[O:24])[C:18]1[CH:23]=[CH:22][CH:21]=[CH:20][CH:19]=1)[CH3:10])=[O:7])([CH3:3])([CH3:4])[CH3:2]. Procedure details: Following the procedure of example 47A, but replacing N-(tert-butoxycarbonyl)-L-alaninol with N-(tert-butoxycarbonyl)-D-alaninol and acetyl chloride with benzoyl chloride, provided N-(tert-butoxycarbonyl)-O-benzoyl-D-alaninol. This was followed the procedure described in example 47B to give the title compound. Reactants: OC1CCC(N1C(=O)OC(C)(C)C)(C)C (tert-butyl 5-hydroxy-2,2-dimethylpyrrolidine-1-carboxylate), C(C)(C)N(CC)C(C)C (diisopropylethylamine), resultant solution, CC1(N(C(CC1)=O)C(=O)OC(C)(C)C)C (tert-Butyl 2,2-dimethyl-5-oxopyrrolidine-1-carboxylate), C(C1=CC=CC=C1)[C@H]1N(C(OC1)=O)C(CC1=CC=C(C=C1)Cl)=O ((R)-4-benzyl-3-(2-(4-chlorophenyl)acetyl)oxazolidin-2-one), CC(C)C[AlH]CC(C)C (DIBAL-H). The reagents and catalysts are [Ti](Cl)(Cl)(Cl)Cl (titanium(IV) chloride). Solvent: ClCCl (dichloromethane), C1(=CC=CC=C1)C (toluene), ClCCl (dichloromethane), CCOCC (Et2O). Reaction conditions: temperature -78 celsius, time 2 hour. Yields the product C(C1=CC=CC=C1)[C@H]1N(C(OC1)=O)C([C@@H](C1=CC=C(C=C1)Cl)[C@@H]1CCC(N1C(=O)OC(C)(C)C)(C)C)=O ((S)-tert-butyl 5-((S)-2-((R)-4-benzyl-2-oxooxazolidin-3-yl)-1-(4-chlorophenyl)-2-oxoethyl)-2,2-dimethylpyrrolidine-1-carboxylate). Isolated yield 90.9%. As a reaction SMILES: [CH3:1][C:2]1([CH3:15])[CH2:6][CH2:5][C:4](=O)[N:3]1[C:8]([O:10][C:11]([CH3:14])([CH3:13])[CH3:12])=[O:9].CC(C[AlH]CC(C)C)C.[CH2:25]([C@@H:32]1[CH2:36][O:35][C:34](=[O:37])[N:33]1[C:38](=[O:47])[CH2:39][C:40]1[CH:45]=[CH:44][C:43]([Cl:46])=[CH:42][CH:41]=1)[C:26]1[CH:31]=[CH:30][CH:29]=[CH:28][CH:27]=1.C(N(C(C)C)CC)(C)C.OC1N(C(OC(C)(C)C)=O)C(C)(C)CC1>CCOCC.C1(C)C=CC=CC=1.ClCCl.[Ti](Cl)(Cl)(Cl)Cl>[CH2:25]([C@@H:32]1[CH2:36][O:35][C:34](=[O:37])[N:33]1[C:38](=[O:47])[C@H:39]([C@H:4]1[N:3]([C:8]([O:10][C:11]([CH3:14])([CH3:13])[CH3:12])=[O:9])[C:2]([CH3:15])([CH3:1])[CH2:6][CH2:5]1)[C:40]1[CH:41]=[CH:42][C:43]([Cl:46])=[CH:44][CH:45]=1)[C:26]1[CH:31]=[CH:30][CH:29]=[CH:28][CH:27]=1. Reported procedure: tert-Butyl 2,2-dimethyl-5-oxopyrrolidine-1-carboxylate (1.17 g, 5.49 mmol) was dissolved in Et2O (15 mL) and cooled to −78° C. The solution was treated with DIBAL-H (3.73 mL, 5.60 mmol). The mixture was stirred at −78° C. for 2 hours and then warmed to ambient temperature overnight. The reaction was quenched by addition of an aliquot (7 mL) of a solution of p-toluenesulfonic acid hydrate (0.012 g) in MeOH (12 mL). The mixture was stirred at ambient temperature for 60 hours. The suspension was co...